From a dataset of the Open Reaction Database (ORD), a public repository of structured organic reaction records. describe an organic reaction: reactants, conditions, products, and yield Starting materials: CC(C)(C)OC(=O)N1CCC(C(=O)c2ccccc2)C1, C1CCOC1, COCCCC[Mg+], [Cl-], [Cl-], [NH4+]. As a reaction SMILES: [C:1]([c:2]1[cH:3][cH:4][cH:5][cH:6][cH:7]1)(=[O:8])[CH:9]1[CH2:10][N:11]([C:14](=[O:15])[O:16][C:17]([CH3:18])([CH3:19])[CH3:20])[CH2:12][CH2:13]1.[CH2:31]1[O:32][CH2:33][CH2:34][CH2:35]1.[CH3:22][O:23][CH2:24][CH2:25][CH2:26][CH2:27][Mg+:28].[Cl-:21].[Cl-:29].[NH4+:30]>>[C:1]([c:2]1[cH:3][cH:4][cH:5][cH:6][cH:7]1)([OH:8])([CH:9]1[CH2:10][N:11]([C:14](=[O:15])[O:16][C:17]([CH3:18])([CH3:19])[CH3:20])[CH2:12][CH2:13]1)[CH2:27][CH2:26][CH2:25][CH2:24][O:23][CH3:22]. Product: COCCCCC(O)(c1ccccc1)C1CCN(C(=O)OC(C)(C)C)C1. Starting materials: Br.CC1(C=2C=CC(=CC2C(CC1)(C)C)C=1N=C(SC1)N1CCC(CC1)N)C (1-[4-(5,5,8,8-tetramethyl-5,6,7,8-tetrahydronaphthalen-2-yl)thiazol-2-yl]piperidin-4-ylamine hydrobromide), [Si](C)(C)(C(C)(C)C)OCCC=O (3-(tert-butyldimethylsilanyloxy)propionaldehyde), CCCC[N+](CCCC)(CCCC)CCCC.[F-].C1CCOC1 (TBAF THF). Product: CC1(C=2C=CC(=CC2C(CC1)(C)C)C=1N=C(SC1)N1CCC(CC1)NCCCO)C (3-{1-[4-(5,5,8,8-Tetramethyl-5,6,7,8-tetrahydronaphthalen-2-yl)thiazol-2-yl]piperidin-4-ylamino}propan-1-ol). Reaction SMILES: Br.[CH3:2][C:3]1([CH3:27])[CH2:12][CH2:11][C:10]([CH3:14])([CH3:13])[C:9]2[CH:8]=[C:7]([C:15]3[N:16]=[C:17]([N:20]4[CH2:25][CH2:24][CH:23]([NH2:26])[CH2:22][CH2:21]4)[S:18][CH:19]=3)[CH:6]=[CH:5][C:4]1=2.[Si]([O:35][CH2:36][CH2:37][CH:38]=O)(C(C)(C)C)(C)C.CCCC[N+](CCCC)(CCCC)CCCC.[F-].C1COCC1>>[CH3:2][C:3]1([CH3:27])[CH2:12][CH2:11][C:10]([CH3:13])([CH3:14])[C:9]2[CH:8]=[C:7]([C:15]3[N:16]=[C:17]([N:20]4[CH2:25][CH2:24][CH:23]([NH:26][CH2:38][CH2:37][CH2:36][OH:35])[CH2:22][CH2:21]4)[S:18][CH:19]=3)[CH:6]=[CH:5][C:4]1=2 |f:0.1,3.4.5|. Reported procedure: The preparation is carried out starting from 1-[4-(5,5,8,8-tetramethyl-5,6,7,8-tetrahydronaphthalen-2-yl)thiazol-2-yl]piperidin-4-ylamine hydrobromide and 3-(tert-butyldimethylsilanyloxy)propionaldehyde. The protecting group is cleaved off as already described by means of a 1M TBAF/THF solution. The product was purified by means of reversed-phase chromatography. The fractions were extracted under basic conditions, dried, filtered and evaporated. Starting materials: C(C)(=O)OCCCN1CCC(CC1)CO (3-[4-(Hydroxymethyl)piperidin-1-yl]propyl acetate), C[N+]1(CCOCC1)[O-] (N-methylmorpholine N-oxide). The reagents and catalysts are [Ru](=O)(=O)(=O)[O-].C(CC)[N+](CCC)(CCC)CCC (tetrapropylammonium perruthenate). The solvent is ClCCl (dichloromethane). Conditions: time 1 hour. Yields the product C(C)(=O)OCCCN1CCC(CC1)C=O (3-(4-Formylpiperidin-1-yl)propyl acetate). As a reaction SMILES: [C:1]([O:4][CH2:5][CH2:6][CH2:7][N:8]1[CH2:13][CH2:12][CH:11]([CH2:14][OH:15])[CH2:10][CH2:9]1)(=[O:3])[CH3:2].C[N+]1([O-])CCOCC1>ClCCl.[Ru]([O-])(=O)(=O)=O.C([N+](CCC)(CCC)CCC)CC>[C:1]([O:4][CH2:5][CH2:6][CH2:7][N:8]1[CH2:13][CH2:12][CH:11]([CH:14]=[O:15])[CH2:10][CH2:9]1)(=[O:3])[CH3:2] |f:3.4|. Reported procedure: 1.36 g (6.30 mmol) of the compound from Example 27A are dissolved in 14 ml dry dichloromethane, and 3.39 g of molecular sieve (4 Å), 1.11 g (9.44 mmol) of N-methylmorpholine N-oxide and 111 mg (0.32 mmol) of tetrapropylammonium perruthenate are added in succession. The reaction mixture is stirred at RT for 1 h and then directly purified chromatographically on silica gel 60 (mobile phase: gradient dichloromethane/ethanol 100:1→10:1). Starting materials: C(C)(=O)C(C(=O)OC)CCCC=C (methyl 2-acetyl-6-heptenoate), [BH4-].[Na+] (sodium borohydride). Solvent: CO (methanol). Conditions: time 1 hour. Product: OC(C)C(C(=O)OC)CCCC=C (Methyl 2-(1-hydroxyethyl)-6-heptenoate). As a reaction SMILES: [C:1]([CH:4]([CH2:9][CH2:10][CH2:11][CH:12]=[CH2:13])[C:5]([O:7][CH3:8])=[O:6])(=[O:3])[CH3:2].[BH4-].[Na+]>CO>[OH:3][CH:1]([CH:4]([CH2:9][CH2:10][CH2:11][CH:12]=[CH2:13])[C:5]([O:7][CH3:8])=[O:6])[CH3:2] |f:1.2|. Procedure details: 5.00 g (27.1 mmol) of methyl 2-acetyl-6-heptenoate (Example 20A) are introduced into 50 ml of methanol and ice-cooled. 0.56 g (14.9 mmol) of sodium borohydride are added in portions and the mixture is stirred for a further 1 h. The batch is then evacuated from the solvent, taken up in diethyl ether and washed with 1 N hydrochloric acid. The organic phase is dried, concentrated and flash-chromatographed using the eluent petroleum ether/ethyl acetate 10/1. Procedure details: To a solution of 8-((6-iodobenzo[d][1,3]dioxol-5-yl)thio-9H-purin-6-amine (39 mg, 0.09 mmol) in DMF (2 mL) was added 3-chloro-N-isopropylpropane-1-sulfonamide (100 mg, 0.45 mmol) and Cs2CO3 (62 mg, 0.19 mmol). The resulting mixture was stirred at room temperature overnight. The reaction mixture was condensed under vacuum and the residue was purified by Prep TLC (CH2Cl2:NH3-MeOH (7N), 20:1) to yield WS54 as a white solid (14 mg, 26%). 1H NMR (500 MHz, CDCl3/MeOH-d4): δ 8.00 (s, 1H), 7.19 (s, 1H),... Yields the product NC1=C2N=C(N(C2=NC=N1)CCCS(=O)(=O)NC(C)C)SC1=CC2=C(OCO2)C=C1I (3-(6-Amino-8-((6-iodobenzo[d][1,3]dioxol-5-yl)thio)-9H-purin-9-yl)-N-isopropylpropane-1-sulfonamide). Yield: 26.0%. Reaction SMILES: [I:1][C:2]1[C:3]([S:11][C:12]2[N:20]=[C:19]3[C:15]([N:16]=[CH:17][NH:18]3)=[C:14](N)[N:13]=2)=[CH:4][C:5]2[O:9][CH2:8][O:7][C:6]=2[CH:10]=1.Cl[CH2:23][CH2:24][CH2:25][S:26]([NH:29][CH:30]([CH3:32])[CH3:31])(=[O:28])=[O:27].C([O-])([O-])=O.[Cs+].[Cs+].C[N:40](C=O)C>>[NH2:40][C:15]1[N:16]=[CH:17][N:18]=[C:19]2[C:14]=1[N:13]=[C:12]([S:11][C:3]1[C:2]([I:1])=[CH:10][C:6]3[O:7][CH2:8][O:9][C:5]=3[CH:4]=1)[N:20]2[CH2:23][CH2:24][CH2:25][S:26]([NH:29][CH:30]([CH3:32])[CH3:31])(=[O:28])=[O:27] |f:2.3.4|. Run at time 8 hour. Starting materials: IC=1C(=CC2=C(OCO2)C1)SC1=NC(=C2N=CNC2=N1)N ((6-iodobenzo[d][1,3]dioxol-5-yl)thio-9H-purin-6-amine), ClCCCS(=O)(=O)NC(C)C (3-chloro-N-isopropylpropane-1-sulfonamide), C(=O)([O-])[O-].[Cs+].[Cs+] (Cs2CO3), CN(C)C=O (DMF). Reactants: BrB(Br)Br, COc1ccc(C2=NC(Cc3ccccc3Cl)C(=O)Nc3ccc(Cl)cc32)cc1, CC(Cl)Cl, ClCCl. Product: O=C1Nc2ccc(Cl)cc2C(c2ccc(O)cc2)=NC1Cc1ccccc1Cl. RXN SMILES: [B:30]([Br:31])([Br:32])[Br:33].[Cl:1][c:2]1[cH:3][c:4]2[c:5]([cH:28][cH:29]1)[NH:6][C:7](=[O:27])[CH:8]([CH2:19][c:20]1[c:21]([Cl:26])[cH:22][cH:23][cH:24][cH:25]1)[N:9]=[C:10]2[c:11]1[cH:12][cH:13][c:14]([O:17][CH3:18])[cH:15][cH:16]1.[Cl:34][CH:35]([Cl:36])[CH3:37].[Cl:38][CH2:39][Cl:40]>>[Cl:1][c:2]1[cH:3][c:4]2[c:5]([cH:28][cH:29]1)[NH:6][C:7](=[O:27])[CH:8]([CH2:19][c:20]1[c:21]([Cl:26])[cH:22][cH:23][cH:24][cH:25]1)[N:9]=[C:10]2[c:11]1[cH:12][cH:13][c:14]([OH:17])[cH:15][cH:16]1.